This data is from the Open Reaction Database (ORD), a public repository of structured organic reaction records. The task is: describe an organic reaction: reactants, conditions, products, and yield Procedure details: A mixture of 9.56 g (27.8 mmol) rac-(3S,4R)-1-Benzyl-4-(4-chloro-phenyl)-4-methyl-pyrrolidine-3-carboxylic acid methyl ester and 3.5 g (83.4 mmol) LiOH.H20 in 50 mL THF/50 mL water and 5 mL methanol was heated to reflux and stirred over night. The organic solvents were removed under vacuum and the aqueous phase was adjusted to pH=4-5 with 1N HCl aq. Water was decanted off the residue and THF was added. The mixture was diluted with ethyl acetate and washed with brine. The aqueous layer was back-e... Isolated yield 97.1%. Yields the product C(C1=CC=CC=C1)N1CC(C(C1)(C)C1=CC=C(C=C1)Cl)C(=O)O (rac-(3S,4R)-1-Benzyl-4-(4-chloro-phenyl)-4-methyl-pyrrolidine-3-carboxylic acid). Reactants: CO (methanol), COC(=O)C1CN(CC1(C)C1=CC=C(C=C1)Cl)CC1=CC=CC=C1 (rac-(3S,4R)-1-Benzyl-4-(4-chloro-phenyl)-4-methyl-pyrrolidine-3-carboxylic acid methyl ester), [Li+].[OH-] (LiOH). RXN SMILES: C[O:2][C:3]([CH:5]1[C:9]([C:11]2[CH:16]=[CH:15][C:14]([Cl:17])=[CH:13][CH:12]=2)([CH3:10])[CH2:8][N:7]([CH2:18][C:19]2[CH:24]=[CH:23][CH:22]=[CH:21][CH:20]=2)[CH2:6]1)=[O:4].[Li+].[OH-].CO>C1COCC1>[CH2:18]([N:7]1[CH2:8][C:9]([C:11]2[CH:12]=[CH:13][C:14]([Cl:17])=[CH:15][CH:16]=2)([CH3:10])[CH:5]([C:3]([OH:4])=[O:2])[CH2:6]1)[C:19]1[CH:24]=[CH:23][CH:22]=[CH:21][CH:20]=1 |f:1.2|. Solvent: C1CCOC1 (THF). Starting materials: C=CCBr, Cc1c[nH]cn1, CCN(C(C)C)C(C)C, CN(C)C=O. Product: C=CCn1cnc(C)c1. As a reaction SMILES: [CH2:7]([CH:8]=[CH2:9])[Br:10].[CH3:1][c:2]1[n:3][cH:4][nH:5][cH:6]1.[CH:11]([N:12]([CH2:13][CH3:14])[CH:15]([CH3:16])[CH3:17])([CH3:18])[CH3:19].[O:20]=[CH:21][N:22]([CH3:23])[CH3:24]>>[CH3:1][c:2]1[n:3][cH:4][n:5]([CH2:9][CH:8]=[CH2:7])[cH:6]1. Reactants: C(C1=CC=CC=C1)N (monobenzylamine), C(C=C)N(CC(=O)N[C@@H](C)C(=O)N[C@@H](C)C(=O)N[C@@H](C)P(O)(O)=O)C(=O)OCC1=CC=CC=C1 ((1R)-1-[(N-allyl-N-benzyloxycarbonyl-glycyl-L-alanyl-L-alanyl)amino]-ethylphosphonic acid), crude product. The solvent is O.C(C)O (water ethanol). Product: C(CC)NCC(=O)N[C@@H](C)C(=O)N[C@@H](C)C(=O)N[C@@H](C)P(O)(O)=O ((1R)-1-[N-(n-propyl)-glycyl-L-alanyl-L-alanylamino]-ethylphosphonic acid). As a reaction SMILES: C(N)C1C=CC=CC=1.[CH2:9]([N:12](C(OCC1C=CC=CC=1)=O)[CH2:13][C:14]([NH:16][C@H:17]([C:19]([NH:21][C@H:22]([C:24]([NH:26][C@H:27]([P:29](=[O:32])([OH:31])[OH:30])[CH3:28])=[O:25])[CH3:23])=[O:20])[CH3:18])=[O:15])[CH:10]=[CH2:11]>O.C(O)C>[CH2:9]([NH:12][CH2:13][C:14]([NH:16][C@H:17]([C:19]([NH:21][C@H:22]([C:24]([NH:26][C@H:27]([P:29](=[O:30])([OH:32])[OH:31])[CH3:28])=[O:25])[CH3:23])=[O:20])[CH3:18])=[O:15])[CH2:10][CH3:11] |f:2.3|. Reported procedure: In a manner analogous to that described in Example 1(B)(ii), from the monobenzylamine salt of (1R)-1-[(N-allyl-N-benzyloxycarbonyl-glycyl-L-alanyl-L-alanyl)amino]-ethylphosphonic acid, but using water/ethanol (1:1) for the ion-exchange step to generate the free acid, there was obtained, after hydrogenolysis of the N-benzyloxycarbonyl group in the usual way but with concomitant reduction of the allyl group to the n-propyl group, the crude product in the form of a gel. Crystallisation from water/e...